Dataset: the Open Reaction Database (ORD), a public repository of structured organic reaction records. Task: describe an organic reaction: reactants, conditions, products, and yield The reactants are [H-].[Na+] (Sodium hydride), CC(C)(C)OC(=O)N1C(CN(CC1)C(=O)OC(C)(C)C)(CC1=CC=CC=C1)CO (Bis(1,1-dimethylethyl)2-(hydroxymethyl)-2-(phenylmethyl)piperazine-1,4-dicarboxylate), C(O)([O-])=O.[Na+] (sodium hydrogen carbonate). Run in CN(C=O)C (N,N-dimethylformamide). Run at time 3 hour. Product: O=C1OCC2(N1CCN(C2)C(=O)OC(C)(C)C)CC2=CC=CC=C2 (1,1-Dimethylethyl tetrahydro-3-oxo-8a-(phenylmethyl)-3H-oxazolo[3,4-a]pyrazine-7(1H)-carboxylate). Isolated yield 87.9%. Reaction SMILES: CC([O:5][C:6]([N:8]1[CH2:13][CH2:12][N:11]([C:14]([O:16][C:17]([CH3:20])([CH3:19])[CH3:18])=[O:15])[CH2:10][C:9]1([CH2:28]O)[CH2:21][C:22]1[CH:27]=[CH:26][CH:25]=[CH:24][CH:23]=1)=[O:7])(C)C.[H-].[Na+].C(=O)([O-])O.[Na+]>CN(C)C=O>[O:5]=[C:6]1[N:8]2[CH2:13][CH2:12][N:11]([C:14]([O:16][C:17]([CH3:19])([CH3:20])[CH3:18])=[O:15])[CH2:10][C:9]2([CH2:21][C:22]2[CH:23]=[CH:24][CH:25]=[CH:26][CH:27]=2)[CH2:28][O:7]1 |f:1.2,3.4|. Reported procedure: Bis(1,1-dimethylethyl)2-(hydroxymethyl)-2-(phenylmethyl)piperazine-1,4-dicarboxylate (3.6 g, 8.9 mmol) was dissolved in N,N-dimethylformamide (40 mL). 60% Sodium hydride (0.43 g, 11 mmol) was added thereto, and the mixture was stirred at room temperature for 3 hours. To the reaction solution was added a 0.5 M aqueous sodium hydrogen carbonate solution, and the resulting mixture was extracted with ethyl acetate. The extract was dried over anhydrous magnesium sulfate and concentrated under reduced... The reactants are C(C1=CC=CC=C1)Cl (benzyl chloride), OC1C(COC1)OC=1C=C(C#N)C=CC1OC (3-(4-hydroxytetrahydrofuran-3-yloxy)-4-methoxybenzonitrile), [H-].[Na+] (sodium hydride). The solvent is CN(C=O)C (dimethylformamide), CN(C=O)C (dimethylformamide), CN(C=O)C (dimethylformamide). Conditions: temperature 40 celsius, time 4 hour. The product is C(C1=CC=CC=C1)OC1C(COC1)OC=1C=C(C#N)C=CC1OC (3-(4-Benzyloxytetrahydrofuran-3-yloxy)-4-methoxybenzonitrile). Isolated yield 85.2%. Reaction SMILES: [OH:1][CH:2]1[CH2:6][O:5][CH2:4][CH:3]1[O:7][C:8]1[CH:9]=[C:10]([CH:13]=[CH:14][C:15]=1[O:16][CH3:17])[C:11]#[N:12].[H-].[Na+].[CH2:20](Cl)[C:21]1[CH:26]=[CH:25][CH:24]=[CH:23][CH:22]=1>CN(C)C=O>[CH2:20]([O:1][CH:2]1[CH2:6][O:5][CH2:4][CH:3]1[O:7][C:8]1[CH:9]=[C:10]([CH:13]=[CH:14][C:15]=1[O:16][CH3:17])[C:11]#[N:12])[C:21]1[CH:26]=[CH:25][CH:24]=[CH:23][CH:22]=1 |f:1.2|. Procedure: 2.5 g (11.0 mmol) of 3-(4-hydroxytetrahydrofuran-3-yloxy)-4-methoxybenzonitrile (A 15) in 12 ml of dimethylformamide are added dropwise under a nitrogen atmosphere to a solution of 350 mg (12.0 mmol) of sodium hydride in 12 ml of dimethylformamide and the mixture is heated at 40° C. for 1 h. 1.6 ml (13.0 mmol) of benzyl chloride, dissolved in 6 ml of dimethylformamide, are then added dropwise at RT. The mixture is stirred at RT for 4 h. concentrated, treated with 50 ml of water and acidified wit... The solvent is CCCCCC (hexane). The product is ClC1=CC=C(C=C1)[C@@H]1CC[C@H](CC1)CBr (trans-(4-(4-chlorophenyl)cyclohexyl)methyl bromide). RXN SMILES: [Cl:1][C:2]1[CH:7]=[CH:6][C:5]([C@H:8]2[CH2:13][CH2:12][C@H:11]([CH2:14]O)[CH2:10][CH2:9]2)=[CH:4][CH:3]=1.[BrH:16].S(=O)(=O)(O)O.O>CCCCCC>[Cl:1][C:2]1[CH:7]=[CH:6][C:5]([C@H:8]2[CH2:13][CH2:12][C@H:11]([CH2:14][Br:16])[CH2:10][CH2:9]2)=[CH:4][CH:3]=1. Procedure details: To a stirred suspension of trans-(4-(4-chlorophenyl)cyclohexane)carboxylic acid (47.74 g) in dry ether (250 ml), under nitrogen, was added dropwise borane-methyl sulphide complex (8 ml; ca.10M solution--Aldrich). After 30 min the mixture was heated to reflux and further borane-methyl sulphide complex (16 ml) added. After 1 hr the mixture was cooled to room temperature and poured into methanol (500 ml). The solvent was evaporated in vacuo and the residue treated again with methanol (100 ml) follo... The reactants are ClC1=CC=C(C=C1)[C@@H]1CC[C@H](CC1)CO (trans-(4-(4-chlorophenyl)cyclohexyl) methanol), Br (hydrobromic acid), S(O)(O)(=O)=O (sulphuric acid), O (water). Isolated yield 83.8%. Reactants: [N-]=[N+]=NCc1csc2c1S(=O)(=O)N=C(c1c(O)c3ccccc3n(NCC3CC3)c1=O)N2, [NH4+], [OH-], c1ccc(P(c2ccccc2)c2ccccc2)cc1, c1ccncc1. Yields the product NCc1csc2c1S(=O)(=O)N=C(c1c(O)c3ccccc3n(NCC3CC3)c1=O)N2. As a reaction SMILES: [N:1](=[N+:2]=[N-:3])[CH2:4][c:5]1[cH:6][s:7][c:8]2[c:13]1[S:12](=[O:14])(=[O:15])[N:11]=[C:10]([c:16]1[c:17](=[O:32])[n:18]([NH:27][CH2:28][CH:29]3[CH2:30][CH2:31]3)[c:19]3[cH:20][cH:21][cH:22][cH:23][c:24]3[c:25]1[OH:26])[NH:9]2.[NH4+:58].[OH-:59].[c:33]1([P:34]([c:35]2[cH:36][cH:37][cH:38][cH:39][cH:40]2)[c:41]2[cH:42][cH:43][cH:44][cH:45][cH:46]2)[cH:47][cH:48][cH:49][cH:50][cH:51]1.[cH:52]1[cH:53][cH:54][n:55][cH:56][cH:57]1>>[NH2:1][CH2:4][c:5]1[cH:6][s:7][c:8]2[c:13]1[S:12](=[O:14])(=[O:15])[N:11]=[C:10]([c:16]1[c:17](=[O:32])[n:18]([NH:27][CH2:28][CH:29]3[CH2:30][CH2:31]3)[c:19]3[cH:20][cH:21][cH:22][cH:23][c:24]3[c:25]1[OH:26])[NH:9]2. The reactants are BrC1=CC=C(C=C1)C1=C(C(=NO1)C)CO ([5-(4-bromo-phenyl)-3-methyl-isoxazol-4-yl]-methanol), C(C1=CC=CC=C1)N=C=O (benzyl isocyanate). Product: BrC1=CC=C(C=C1)C1=C(C(=NO1)C)COC(NCC1=CC=CC=C1)=O (Benzyl-carbamic acid 5-(4-bromo-phenyl)-3-methyl-isoxazol-4-ylmethyl ester). RXN SMILES: [Br:1][C:2]1[CH:7]=[CH:6][C:5]([C:8]2[O:12][N:11]=[C:10]([CH3:13])[C:9]=2[CH2:14][OH:15])=[CH:4][CH:3]=1.[CH2:16]([N:23]=[C:24]=[O:25])[C:17]1[CH:22]=[CH:21][CH:20]=[CH:19][CH:18]=1>>[Br:1][C:2]1[CH:3]=[CH:4][C:5]([C:8]2[O:12][N:11]=[C:10]([CH3:13])[C:9]=2[CH2:14][O:15][C:24](=[O:25])[NH:23][CH2:16][C:17]2[CH:22]=[CH:21][CH:20]=[CH:19][CH:18]=2)=[CH:6][CH:7]=1. Procedure details: Prepared according to the procedure described in Example 19, Step 2, using [5-(4-bromo-phenyl)-3-methyl-isoxazol-4-yl]-methanol and benzyl isocyanate.